This data is from the Open Reaction Database (ORD), a public repository of structured organic reaction records. The task is: describe an organic reaction: reactants, conditions, products, and yield The reactants are O (water), C(C)OC(=O)C1C(=CC(CC1)=O)CCCC (2-Butyl-4-oxocyclohex-2-ene carboxylic acid ethyl ester), C(CO)O (ethyleneglycol), C1(=CC=C(C=C1)S(=O)(=O)O)C (p-toluenesulphonic acid). Run in C1=CC=CC=C1 (benzene), C(C)OCC (diethyl ether). Yields the product C(C)OC(=O)[C@@H]1[C@@H](CC2(OCCO2)CC1)CCCC (cis-7-Butyl-1,4-dioxaspiro[4,5]decane-8-carboxylic acid ethyl ester). RXN SMILES: [CH2:1]([O:3][C:4]([CH:6]1[CH2:11][CH2:10][C:9](=[O:12])[CH:8]=[C:7]1[CH2:13][CH2:14][CH2:15][CH3:16])=[O:5])[CH3:2].[CH2:17](O)[CH2:18][OH:19].C1(C)C=CC(S(O)(=O)=O)=CC=1.O>C1C=CC=CC=1.C(OCC)C>[CH2:1]([O:3][C:4]([C@H:6]1[CH2:11][CH2:10][C:9]2([O:19][CH2:18][CH2:17][O:12]2)[CH2:8][C@H:7]1[CH2:13][CH2:14][CH2:15][CH3:16])=[O:5])[CH3:2]. Procedure details: 2-Butyl-4-oxocyclohex-2-ene carboxylic acid ethyl ester (9.05 g; 40 mmole), ethyleneglycol (2.73 g; 44 mmole) and p-toluenesulphonic acid (100 mg) were refluxed in benzene (80 ml) using a Dean-Stark water trap. After 12 hours the mixture was cooled, diluted with diethyl ether and washed with saturated aqueous sodium bicarbonate followed by water. Drying over MgSO4 and evaporation gave a liquid (10.80 g 100%) which was pure enough to use directly. Found: C,66.71; H,9.79, C15H26O4 requires C,66.64... Starting materials: C(C1=CC=CC=C1)OC=1C=C2C(CC(OC2=CC1OCC1=CC=CC=C1)(C)C)=O (6,7-dibenzyloxy-2,2-dimethyl-4-chromanone), [BH4-].[Na+] (sodium tetrahydroborate). Reagents/catalysts: [Pd](Cl)Cl (palladium chloride). Solvent: O1CCCC1 (tetrahydrofurane), O (water). Run at temperature 0 celsius, time 3 hour. The product is C(C1=CC=CC=C1)OC=1C=C2C=CC(OC2=CC1OCC1=CC=CC=C1)(C)C (6,7-dibenzyloxy-2,2-dimethyl-2H-chromene). The yield is 80.5%. Reaction SMILES: [CH2:1]([O:8][C:9]1[CH:10]=[C:11]2[C:16](=[CH:17][C:18]=1[O:19][CH2:20][C:21]1[CH:26]=[CH:25][CH:24]=[CH:23][CH:22]=1)[O:15][C:14]([CH3:28])([CH3:27])[CH2:13][C:12]2=O)[C:2]1[CH:7]=[CH:6][CH:5]=[CH:4][CH:3]=1.[BH4-].[Na+]>O1CCCC1.O.[Pd](Cl)Cl>[CH2:1]([O:8][C:9]1[CH:10]=[C:11]2[C:16](=[CH:17][C:18]=1[O:19][CH2:20][C:21]1[CH:26]=[CH:25][CH:24]=[CH:23][CH:22]=1)[O:15][C:14]([CH3:28])([CH3:27])[CH:13]=[CH:12]2)[C:2]1[CH:3]=[CH:4][CH:5]=[CH:6][CH:7]=1 |f:1.2|. Procedure details: 7.8 g (20 millimoles) of 6,7-dibenzyloxy-2,2-dimethyl-4-chromanone are dissolved in 100 ml of a 1:1 mixture of tetrahydrofurane and water, whereupon 5.3 g (30 millimole) of palladium chloride and 8.31 g (220 millimoles) of sodium tetrahydroborate are added. The reaction mixture is stirred at 0° C. for 3 hours, filtered, and the filtrate is extracted three times with 100 ml of ether each. The ether extracts are evaporated, the residue is dissolved in 300 ml of dichloro methane and allowed to stan... Starting materials: CCNC(=O)NN(C)CC(=O)O, CCOC(OCC)C(C)N(Cc1cccc2cccnc12)C(=O)C(C)N. The product is CCNC(=O)NN(C)CC(=O)NC(C)C(=O)N(Cc1cccc2cccnc12)C(C)C(OCC)OCC. RXN SMILES: [CH2:1]([CH3:2])[NH:3][C:4](=[O:5])[NH:6][N:7]([CH3:8])[CH2:9][C:10](=[O:11])[OH:12].[NH2:13][CH:14]([C:15](=[O:16])[N:17]([CH2:18][c:19]1[cH:20][cH:21][cH:22][c:23]2[cH:24][cH:25][cH:26][n:27][c:28]12)[CH:29]([CH:30]([O:31][CH2:32][CH3:33])[O:34][CH2:35][CH3:36])[CH3:37])[CH3:38]>>[CH2:1]([CH3:2])[NH:3][C:4](=[O:5])[NH:6][N:7]([CH3:8])[CH2:9][C:10](=[O:12])[NH:13][CH:14]([C:15](=[O:16])[N:17]([CH2:18][c:19]1[cH:20][cH:21][cH:22][c:23]2[cH:24][cH:25][cH:26][n:27][c:28]12)[CH:29]([CH:30]([O:31][CH2:32][CH3:33])[O:34][CH2:35][CH3:36])[CH3:37])[CH3:38]. The reactants are CCOc1cc(CN(CC(=O)c2cc(C(C)(C)C)c(O)c(C(C)(C)C)c2)C(=O)OC(C)(C)C)c(Br)cc1C(=O)NC, CCC#N, CCOC(C)=O, I[Cu]I, N#C[Na], O, c1ccc(P(c2ccccc2)(c2ccccc2)[Pd](P(c2ccccc2)(c2ccccc2)c2ccccc2)(P(c2ccccc2)(c2ccccc2)c2ccccc2)P(c2ccccc2)(c2ccccc2)c2ccccc2)cc1. Product: CCOc1cc(CN(CC(=O)c2cc(C(C)(C)C)c(O)c(C(C)(C)C)c2)C(=O)OC(C)(C)C)c(C#N)cc1C(=O)NC. Reaction SMILES: [Br:1][c:2]1[c:3]([CH2:4][N:5]([C:6]([O:7][C:8]([CH3:9])([CH3:10])[CH3:11])=[O:12])[CH2:13][C:14](=[O:15])[c:16]2[cH:17][c:18]([C:27]([CH3:28])([CH3:29])[CH3:30])[c:19]([OH:26])[c:20]([C:22]([CH3:23])([CH3:24])[CH3:25])[cH:21]2)[cH:31][c:32]([O:39][CH2:40][CH3:41])[c:33]([C:35](=[O:36])[NH:37][CH3:38])[cH:34]1.[C:52](#[N:53])[CH2:54][CH3:55].[CH3:45][CH2:46][O:47][C:48](=[O:49])[CH3:50].[Cu:56]([I:57])[I:58].[Na:42][C:43]#[N:44].[OH2:51].[cH:59]1[cH:60][cH:61][c:62]([P:63]([Pd:64]([P:65]([c:66]2[cH:67][cH:68][cH:69][cH:70][cH:71]2)([c:72]2[cH:73][cH:74][cH:75][cH:76][cH:77]2)[c:78]2[cH:79][cH:80][cH:81][cH:82][cH:83]2)([P:84]([c:85]2[cH:86][cH:87][cH:88][cH:89][cH:90]2)([c:91]2[cH:92][cH:93][cH:94][cH:95][cH:96]2)[c:97]2[cH:98][cH:99][cH:100][cH:101][cH:102]2)[P:103]([c:104]2[cH:105][cH:106][cH:107][cH:108][cH:109]2)([c:110]2[cH:111][cH:112][cH:113][cH:114][cH:115]2)[c:116]2[cH:117][cH:118][cH:119][cH:120][cH:121]2)([c:122]2[cH:123][cH:124][cH:125][cH:126][cH:127]2)[c:128]2[cH:129][cH:130][cH:131][cH:132][cH:133]2)[cH:134][cH:135]1>>[c:2]1([C:43]#[N:44])[c:3]([CH2:4][N:5]([C:6]([O:7][C:8]([CH3:9])([CH3:10])[CH3:11])=[O:12])[CH2:13][C:14](=[O:15])[c:16]2[cH:17][c:18]([C:27]([CH3:28])([CH3:29])[CH3:30])[c:19]([OH:26])[c:20]([C:22]([CH3:23])([CH3:24])[CH3:25])[cH:21]2)[cH:31][c:32]([O:39][CH2:40][CH3:41])[c:33]([C:35](=[O:36])[NH:37][CH3:38])[cH:34]1.